From a dataset of the Open Reaction Database (ORD), a public repository of structured organic reaction records. describe an organic reaction: reactants, conditions, products, and yield Product: N(=[N+]=[N-])[C@@H]([C@@H]1[C@@H]([C@H](C(OC)O1)O)OCC1=CC=CC=C1)COCC1=CC=CC=C1 (methyl 5-azido-3,6-di-O-benzyl-5-deoxy-D-glucofuranoside). Reported procedure: To a solution of 5-azido3,6-di-O-benzyl-5-deoxy-D-glucofuranose (10.23 g, 26.5 mmol) in methylene chloride (170 ml) was added methanol (11 ml) and borontrifluoroetherate (1.5 ml). The mixture was stirred 24 h at room temperature. The reaction mixture was successively washed with a saturated aqueous solution of sodium bicarbonate and then with brine. The organic layer was dried over sodium sulfate, filtered and concentrated under reduced pressure. Flash chromatography on silica gel and elution wi... Run at time 24 hour. Reaction SMILES: [N:1]([C@H:4]([CH2:20][O:21][CH2:22][C:23]1[CH:28]=[CH:27][CH:26]=[CH:25][CH:24]=1)[C@H:5]1[O:10][CH:8]([OH:9])[C@H:7]([OH:11])[C@H:6]1[O:12][CH2:13][C:14]1[CH:19]=[CH:18][CH:17]=[CH:16][CH:15]=1)=[N+:2]=[N-:3].[CH3:29]O>C(Cl)Cl>[N:1]([C@H:4]([CH2:20][O:21][CH2:22][C:23]1[CH:28]=[CH:27][CH:26]=[CH:25][CH:24]=1)[C@H:5]1[O:10][CH:8]([O:9][CH3:29])[C@H:7]([OH:11])[C@H:6]1[O:12][CH2:13][C:14]1[CH:19]=[CH:18][CH:17]=[CH:16][CH:15]=1)=[N+:2]=[N-:3]. Isolated yield 85.0%. The reactants are N(=[N+]=[N-])[C@@H]([C@@H]1[C@@H]([C@H](C(O)O1)O)OCC1=CC=CC=C1)COCC1=CC=CC=C1 (5-azido3,6-di-O-benzyl-5-deoxy-D-glucofuranose), CO (methanol). Solvent: C(Cl)Cl (methylene chloride). Starting materials: N(=NC(=O)OC(C)C)C(=O)OC(C)C (diisopropyl azodicarboxylate), O[C@@H]1C[C@@H]2N(C3=CC=CC=C3N(C2)C(C2=CC=C(C=C2)NC(C2=C(C=CC=C2)C2=CC=CC=C2)=O)=O)C1 ((2R,3aS)-2-hydroxy-5-[4-[(2-phenylbenzoyl)amino]benzoyl]-1,2,3,3a,4,5-hexahydro-pyrrolo[1,2-a]quinoxaline), C1(C=2C(C(N1)=O)=CC=CC2)=O (phthalimide), C1(=CC=CC=C1)P(C1=CC=CC=C1)C1=CC=CC=C1 (triphenyl phosphine), ice water. Run in CN(C=O)C (N,N-dimethylformamide), CN(C=O)C (N,N-dimethylformamide). Conditions: time 2 hour. Product: C1(=CC=CC=C1)C1=C(C(=O)NC2=CC=C(C(=O)N3C[C@H]4N(C5=CC=CC=C35)C[C@H](C4)N4C(C=3C(C4=O)=CC=CC3)=O)C=C2)C=CC=C1 ((2S, 3aS)-5-[4-[(2-Phenylbenzoyl) Amino]Benzoyl]-2-Phthalimido-1,2,3,3a,4,5-Hexahydro-Pyrrolo[1,2-a]Quinoxaline). Isolated yield 72.5%. As a reaction SMILES: O[C@H:2]1[CH2:37][N:5]2[C:6]3[C:11]([N:12]([C:14](=[O:36])[C:15]4[CH:20]=[CH:19][C:18]([NH:21][C:22](=[O:35])[C:23]5[CH:28]=[CH:27][CH:26]=[CH:25][C:24]=5[C:29]5[CH:34]=[CH:33][CH:32]=[CH:31][CH:30]=5)=[CH:17][CH:16]=4)[CH2:13][C@@H:4]2[CH2:3]1)=[CH:10][CH:9]=[CH:8][CH:7]=3.[C:38]1(=[O:48])[NH:42][C:41](=[O:43])[C:40]2=[CH:44][CH:45]=[CH:46][CH:47]=[C:39]12.C1(P(C2C=CC=CC=2)C2C=CC=CC=2)C=CC=CC=1.N(C(OC(C)C)=O)=NC(OC(C)C)=O>CN(C)C=O>[C:29]1([C:24]2[CH:25]=[CH:26][CH:27]=[CH:28][C:23]=2[C:22]([NH:21][C:18]2[CH:17]=[CH:16][C:15]([C:14]([N:12]3[C:11]4[C:6](=[CH:7][CH:8]=[CH:9][CH:10]=4)[N:5]4[CH2:37][C@@H:2]([N:42]5[C:41](=[O:43])[C:40]6=[CH:44][CH:45]=[CH:46][CH:47]=[C:39]6[C:38]5=[O:48])[CH2:3][C@H:4]4[CH2:13]3)=[O:36])=[CH:20][CH:19]=2)=[O:35])[CH:34]=[CH:33][CH:32]=[CH:31][CH:30]=1. Procedure: To a solution of (2R,3aS)-2-hydroxy-5-[4-[(2-phenylbenzoyl)amino]benzoyl]-1,2,3,3a,4,5-hexahydro-pyrrolo[1,2-a]quinoxaline (1.2 g) prepared in Example 3, phthalimide (0.54 g) and triphenyl phosphine (0.96 g) in anhydrous N,N-dimethylformamide (10 ml), there was gradually dropwise added, under ice-cooling, a solution of diisopropyl azodicarboxylate (0.74 g) in anhydrous N,N-dimethylformamide (4 ml). After stirring the reaction solution at room temperature for 2 hours, it was poured into ice water... Reactants: C(CC1=CC=CC=C1)N1CCC(CC1)O (1-phenethyl-4-hydroxypiperidine), C=C1CC(=O)O1 (diketene). Yields the product C(CC1=CC=CC=C1)N1CCC(CC1)OC(CC(=O)C)=O (acetoacetic acid-N-phenethyl-4-piperidinyl ester). Yield: 91.3%. Reaction SMILES: [CH2:1]([N:9]1[CH2:14][CH2:13][CH:12]([OH:15])[CH2:11][CH2:10]1)[CH2:2][C:3]1[CH:8]=[CH:7][CH:6]=[CH:5][CH:4]=1.[CH2:16]=[C:17]1[O:21][C:19](=[O:20])[CH2:18]1>>[CH2:1]([N:9]1[CH2:10][CH2:11][CH:12]([O:15][C:19](=[O:20])[CH2:18][C:17]([CH3:16])=[O:21])[CH2:13][CH2:14]1)[CH2:2][C:3]1[CH:8]=[CH:7][CH:6]=[CH:5][CH:4]=1. Reported procedure: Similarly as in Reference Example 1, 5.40 g of 1-phenethyl-4-hydroxypiperidine and 2.65 g of diketene were reacted. The reaction mixture was concentrated, and then purified by silica gel column chromatography (eluent:chloroform:methanol=9:1 v/v), to obtain 6.95 g of acetoacetic acid-N-phenethyl-4-piperidinyl ester (yield: 91.3%). Starting materials: C(C)OC(=O)C=1C(C=2C=C3C(=NC2N(C1)C)C=C(C(=C3)F)F)=O (3-ethoxycarbonyl-7,8-difluoro-1-methyl-4-oxo-1,4-dihydrobenzo[b][1,8]naphthyridine), C1(=CC=CC=C1)[C@H]1NCCNC1 ((R)-2-phenylpiperazine). Yields the product C(C)OC(=O)C=1C(C=2C=C3C(=NC2N(C1)C)C=C(C(=C3)F)N3C[C@H](NCC3)C3=CC=CC=C3)=O ((R)-3-ethoxycarbonyl-7-fluoro-1-methyl-4-oxo-8-(3-phenyl-1-piperazinyl)-1,4-dihydrobenzo[b][1,8]naphthyridine). Isolated yield 89.6%. RXN SMILES: [CH2:1]([O:3][C:4]([C:6]1[C:7](=[O:23])[C:8]2[CH:9]=[C:10]3[CH:20]=[C:19]([F:21])[C:18](F)=[CH:17][C:11]3=[N:12][C:13]=2[N:14]([CH3:16])[CH:15]=1)=[O:5])[CH3:2].[C:24]1([C@@H:30]2[CH2:35][NH:34][CH2:33][CH2:32][NH:31]2)[CH:29]=[CH:28][CH:27]=[CH:26][CH:25]=1>>[CH2:1]([O:3][C:4]([C:6]1[C:7](=[O:23])[C:8]2[CH:9]=[C:10]3[CH:20]=[C:19]([F:21])[C:18]([N:34]4[CH2:33][CH2:32][NH:31][C@H:30]([C:24]5[CH:29]=[CH:28][CH:27]=[CH:26][CH:25]=5)[CH2:35]4)=[CH:17][C:11]3=[N:12][C:13]=2[N:14]([CH3:16])[CH:15]=1)=[O:5])[CH3:2]. Procedure: Working under the conditions of Example 20, but starting with 3-ethoxycarbonyl-7,8-difluoro-1-methyl-4-oxo-1,4-dihydrobenzo[b][1,8]naphthyridine (51.6 g) and (R)-2-phenylpiperazine (31.7 g), (R)-3-ethoxycarbonyl-7-fluoro-1-methyl-4-oxo-8-(3-phenyl-1-piperazinyl)-1,4-dihydrobenzo[b][1,8]naphthyridine (66.86 g) is obtained in the form of a yellow solid, m.p. 221° C. The reactants are C(C)(C)C=1C=C(C=O)C=C(C1OC)C(C)C (3,5-Diisopropyl-4-methoxybenzaldehyde), C(CCC)C=1C=C2CC(NC2=CC1)=O (5-butyl-2-oxindole). Yields the product C(CCC)C=1C=C2C(C(NC2=CC1)=O)=CC1=CC(=C(C(=C1)C(C)C)OC)C(C)C (5-butyl-3-(3,5-diisopropyl-4-methoxybenzylidene)-1,3-dihydroindol-2-one). RXN SMILES: [CH:1]([C:4]1[CH:5]=[C:6]([CH:9]=[C:10]([CH:14]([CH3:16])[CH3:15])[C:11]=1[O:12][CH3:13])[CH:7]=O)([CH3:3])[CH3:2].[CH2:17]([C:21]1[CH:22]=[C:23]2[C:27](=[CH:28][CH:29]=1)[NH:26][C:25](=[O:30])[CH2:24]2)[CH2:18][CH2:19][CH3:20]>>[CH2:17]([C:21]1[CH:22]=[C:23]2[C:27](=[CH:28][CH:29]=1)[NH:26][C:25](=[O:30])[C:24]2=[CH:7][C:6]1[CH:5]=[C:4]([CH:1]([CH3:3])[CH3:2])[C:11]([O:12][CH3:13])=[C:10]([CH:14]([CH3:16])[CH3:15])[CH:9]=1)[CH2:18][CH2:19][CH3:20]. Procedure: 3,5-Diisopropyl-4-methoxybenzaldehyde was condensed with 5-butyl-2-oxindole to give 0.3 g of 5-butyl-3-(3,5-diisopropyl-4-methoxybenzylidene)-1,3-dihydroindol-2-one as a yellow-orange solid. Reactants: CC(C)(C)OC(=O)N1CCC2(CCC(Oc3ccc(Cl)c(Cl)c3)CC2)CC1, CC(=O)O[BH-](OC(C)=O)OC(C)=O, C=O, CC(Cl)Cl, [Na+]. Yields the product CN1CCC2(CCC(Oc3ccc(Cl)c(Cl)c3)CC2)CC1. As a reaction SMILES: [C:1]([O:2][C:6](=[O:3])[N:8]1[CH2:9][CH2:10][C:11]2([CH2:12][CH2:13]1)[CH2:14][CH2:15][CH:16]([O:19][c:20]1[cH:21][c:22]([Cl:27])[c:23]([Cl:26])[cH:24][cH:25]1)[CH2:17][CH2:18]2)([CH3:4])([CH3:5])[CH3:7].[C:30]([O:31][BH-:32]([O:33][C:34](=[O:35])[CH3:36])[O:37][C:38](=[O:39])[CH3:40])(=[O:41])[CH3:42].[CH2:28]=[O:29].[Cl:44][CH:45]([Cl:46])[CH3:47].[Na+:43]>>[CH3:6][N:8]1[CH2:9][CH2:10][C:11]2([CH2:12][CH2:13]1)[CH2:14][CH2:15][CH:16]([O:19][c:20]1[cH:21][c:22]([Cl:27])[c:23]([Cl:26])[cH:24][cH:25]1)[CH2:17][CH2:18]2. Reactants: C(CCCCCCCCCCCCCCCCC)C1CNC2=CC=C(C=C12)C(=O)O ((RS)-3-(n-Octadecyl)indoline-5-carboxylic acid). Reagents/catalysts: [Pd] (palladium on charcoal). The solvent is C1(=CC(=CC(=C1)C)C)C (mesitylene). The product is C(CCCCCCCCCCCCCCCCC)C1=CNC2=CC=C(C=C12)C(=O)O (3-(n-octadecyl)indole-5-carboxylic acid). Yield: 55.3%. As a reaction SMILES: [CH2:1]([CH:19]1[C:27]2[C:22](=[CH:23][CH:24]=[C:25]([C:28]([OH:30])=[O:29])[CH:26]=2)[NH:21][CH2:20]1)[CH2:2][CH2:3][CH2:4][CH2:5][CH2:6][CH2:7][CH2:8][CH2:9][CH2:10][CH2:11][CH2:12][CH2:13][CH2:14][CH2:15][CH2:16][CH2:17][CH3:18]>C1(C)C=C(C)C=C(C)C=1.[Pd]>[CH2:1]([C:19]1[C:27]2[C:22](=[CH:23][CH:24]=[C:25]([C:28]([OH:30])=[O:29])[CH:26]=2)[NH:21][CH:20]=1)[CH2:2][CH2:3][CH2:4][CH2:5][CH2:6][CH2:7][CH2:8][CH2:9][CH2:10][CH2:11][CH2:12][CH2:13][CH2:14][CH2:15][CH2:16][CH2:17][CH3:18]. Reported procedure: (RS)-3-(n-Octadecyl)indoline-5-carboxylic acid (2.0 g) in mesitylene (20 ml) was treated with palladium on charcoal (5% w/w, 0.15 g) and the mixture was refluxed for 2 hours. The catalyst was removed by hot filtration and the solvent was evaporated in vacuo to give a solid. The solid was recrystallised from methanol to give 3-(n-octadecyl)indole-5-carboxylic acid (1.10 g) in the form of a buff solid (m.p. 110°-112° C.).